From a dataset of the Open Reaction Database (ORD), a public repository of structured organic reaction records. describe an organic reaction: reactants, conditions, products, and yield Reactants: CN(N)C (N,N-Dimethylhydrazine), COC/C=C/C=O ((E)-4-methoxy-2-butenal). Reaction conditions: time 1.5 hour. Product: CN(N=C\C=C\COC)C ((E)-4-methoxy-2-butenal N,N-dimethylhydrazone). Isolated yield 78.2%. Reaction SMILES: [CH3:1][N:2]([CH3:4])[NH2:3].[CH3:5][O:6][CH2:7]/[CH:8]=[CH:9]/[CH:10]=O>>[CH3:1][N:2]([CH3:4])[N:3]=[CH:10]/[CH:9]=[CH:8]/[CH2:7][O:6][CH3:5]. Procedure details: N,N-Dimethylhydrazine (10.90 mL, 0.14 mol) was added dropwise over 15 min to (E)-4-methoxy-2-butenal (13.06 g, 0.13 mol) while cooling the reaction with an ice bath. The bath was then removed and the mixture stirred for 1.5 h at ambient temperature. Calcium chloride (20 g) was added to the reaction, let set for 15 min, and the product decanted. Distillation (bp 102°-110° C., 25 mm Hg) of the oil through a 10 cm Vigreaux column provided pure (E)-4-methoxy-2-butenal N,N-dimethylhydrazone (17) (14.... Run in CC(C)O (2-propanol). Starting materials: CC(C(C)=O)=O (2.3-butanedione). RXN SMILES: [CH3:1][C:2](=[O:6])[C:3](=[O:5])[CH3:4]>CC(O)C>[OH:5][C:3]([CH3:4])([C:4]([OH:5])([CH3:1])[C:2](=[O:6])[CH3:3])[C:2](=[O:6])[CH3:1]. Reported procedure: 3,4-dihydroxy-3,4-dimethyl-2,5-hexanedione was prepared by photochemistry. A closed flask [Pyrex (trade mark)], which contained a solution of 20.1 g (0.23 mol) 2.3-butanedione in 81 g 2-propanol, was allowed to stand in daylight for 4.5 months. The solvent was evaporated under reduced pressure (about 20 mm Hg); traces of volatiles were removed by simultaneous evaporation with two parts of toluene of 40 ml. The semi-solid, white residue (13.9 g) was recrystallized twice with a mixture of ether an... Yields the product OC(C(C)=O)(C(C(C)=O)(C)O)C (3,4-dihydroxy-3,4-dimethyl-2,5-hexanedione), colourless crystals.